This data is from the Open Reaction Database (ORD), a public repository of structured organic reaction records. The task is: describe an organic reaction: reactants, conditions, products, and yield Starting materials: COCCC#N, CO, COc1ccc(C=O)cc1OC, [K+], [OH-], O. Yields the product COCC(C#N)=Cc1ccc(OC)c(OC)c1. Reaction SMILES: [CH3:13][O:14][CH2:15][CH2:16][C:17]#[N:18].[CH3:19][OH:20].[CH3:1][O:2][c:3]1[cH:4][c:5]([CH:6]=[O:7])[cH:8][cH:9][c:10]1[O:11][CH3:12].[K+:22].[OH-:21].[OH2:23]>>[CH3:1][O:2][c:3]1[cH:4][c:5]([CH:6]=[C:16]([CH2:15][O:14][CH3:13])[C:17]#[N:18])[cH:8][cH:9][c:10]1[O:11][CH3:12]. The reactants are [Si](C)(C)(C(C)(C)C)OC[C@@H]1[C@H]([C@H](C[C@H]1OC1OCCCC1)O)C\C=C/CCCC(=O)OC (methyl (Z)-7-[(1R,2S,3R,5S)-2-(t-butyldimethylsilyloxymethyl)-5-hydroxy-3-(2-tetrahydropyranyloxy)cyclopentyl]-5-heptenate). The reagents and catalysts are [Pd] (palladium on carbon). The solvent is C(C)(=O)OCC (ethyl acetate). The product is [Si](C)(C)(C(C)(C)C)OC[C@@H]1[C@H]([C@H](C[C@H]1OC1OCCCC1)O)CCCCCCC(=O)OC (methyl 7-[(1R,2S,3R,5S)-2-(t-butyldimethylsilyloxymethyl)-5-hydroxy-3-(2-tetrahydropyranyloxy)cyclopentyl]heptanate). The yield is 99.7%. RXN SMILES: [Si:1]([O:8][CH2:9][C@H:10]1[C@H:14]([O:15][CH:16]2[CH2:21][CH2:20][CH2:19][CH2:18][O:17]2)[CH2:13][C@H:12]([OH:22])[C@@H:11]1[CH2:23]/[CH:24]=[CH:25]\[CH2:26][CH2:27][CH2:28][C:29]([O:31][CH3:32])=[O:30])([C:4]([CH3:7])([CH3:6])[CH3:5])([CH3:3])[CH3:2]>C(OCC)(=O)C.[Pd]>[Si:1]([O:8][CH2:9][C@H:10]1[C@H:14]([O:15][CH:16]2[CH2:21][CH2:20][CH2:19][CH2:18][O:17]2)[CH2:13][C@H:12]([OH:22])[C@@H:11]1[CH2:23][CH2:24][CH2:25][CH2:26][CH2:27][CH2:28][C:29]([O:31][CH3:32])=[O:30])([C:4]([CH3:7])([CH3:6])[CH3:5])([CH3:2])[CH3:3]. Procedure details: To a solution of methyl (Z)-7-[(1R,2S,3R,5S)-2-(t-butyldimethylsilyloxymethyl)-5-hydroxy-3-(2-tetrahydropyranyloxy)cyclopentyl]-5-heptenate (25) (109.9 g, 233.5 mmol) in ethyl acetate (450 ml), 5%-palladium on carbon (10.98 g) was added and the mixture was hydrogenated at ambient pressure and at room temperature. The reaction mixture was filtered and the filtrate was concentrated under reduced pressure to give methyl 7-[(1R,2S,3R,5S)-2-(t-butyldimethylsilyloxymethyl)-5-hydroxy-3-(2-tetrahydropyr...